From a dataset of the Open Reaction Database (ORD), a public repository of structured organic reaction records. describe an organic reaction: reactants, conditions, products, and yield Starting materials: O (water), C(C)(C)(C)OC(=O)N1CCN(CC1)C(=O)C=1C2=C(N=C(C1)C1=CC=C(C=C1)O)N(N=C2C=C)C2OCCCC2 (4-[6-(4-hydroxy-phenyl)-1-(tetrahydro-pyran-2-yl)-3-vinyl-1H-pyrazolo[3,4-b]pyridine-4-carbonyl]-piperazine-1-carboxylic acid tert-butyl ester), N1C=NC=C1 (imidazole), C(C)(C)(C)[Si](C)(C)Cl (tert-butyl(chloro)dimethylsilane). The solvent is ClCCl (dichloromethane), ClCCl (dichloromethane). Run at time 5 hour. Product: C(C)(C)(C)OC(=O)N1CCN(CC1)C(=O)C=1C2=C(N=C(C1)C1=CC=C(C=C1)O[Si](C)(C)C(C)(C)C)N(N=C2C=C)C2OCCCC2 (4-[6-[4-(tert-butyl-dimethyl-silanyloxy)-phenyl]-1-(tetrahydro-pyran-2-yl)-3-vinyl-1H-pyrazolo[3,4-b]pyridine-4-carbonyl]-piperazine-1-carboxylic acid tert-butyl ester). Yield: 53.6%. As a reaction SMILES: [C:1]([O:5][C:6]([N:8]1[CH2:13][CH2:12][N:11]([C:14]([C:16]2[C:17]3[C:31]([CH:32]=[CH2:33])=[N:30][N:29]([CH:34]4[CH2:39][CH2:38][CH2:37][CH2:36][O:35]4)[C:18]=3[N:19]=[C:20]([C:22]3[CH:27]=[CH:26][C:25]([OH:28])=[CH:24][CH:23]=3)[CH:21]=2)=[O:15])[CH2:10][CH2:9]1)=[O:7])([CH3:4])([CH3:3])[CH3:2].N1C=CN=C1.[C:45]([Si:49](Cl)([CH3:51])[CH3:50])([CH3:48])([CH3:47])[CH3:46].O>ClCCl>[C:1]([O:5][C:6]([N:8]1[CH2:9][CH2:10][N:11]([C:14]([C:16]2[C:17]3[C:31]([CH:32]=[CH2:33])=[N:30][N:29]([CH:34]4[CH2:39][CH2:38][CH2:37][CH2:36][O:35]4)[C:18]=3[N:19]=[C:20]([C:22]3[CH:27]=[CH:26][C:25]([O:28][Si:49]([C:45]([CH3:48])([CH3:47])[CH3:46])([CH3:51])[CH3:50])=[CH:24][CH:23]=3)[CH:21]=2)=[O:15])[CH2:12][CH2:13]1)=[O:7])([CH3:2])([CH3:3])[CH3:4]. Procedure: To a solution of 4-[6-(4-hydroxy-phenyl)-1-(tetrahydro-pyran-2-yl)-3-vinyl-1H-pyrazolo[3,4-b]pyridine-4-carbonyl]-piperazine-1-carboxylic acid tert-butyl ester (3.15 g, 5.90 mmol) in dichloromethane (22 ml) were added imidazole (0.96 g, 14.17 mmol) and tert-butyl(chloro)dimethylsilane (1.07 g, 7.08 mmol). The reaction mixture was stirred at room temperature for 5 hours, water and dichloromethane were then added. The aqueous layer was separated and the organic layer was washed with water, brine, ... The product is CC(=O)SC1CC(=O)N1C(C(=O)OCc1ccc([N+](=O)[O-])cc1)=P(c1ccccc1)(c1ccccc1)c1ccccc1. The reactants are CC(=O)SC1CC(=O)N1C(Cl)C(=O)OCc1ccc([N+](=O)[O-])cc1, C1COCCO1, c1ccc(P(c2ccccc2)c2ccccc2)cc1, Cc1cccc(C)n1. As a reaction SMILES: [C:1]([CH3:2])(=[O:3])[S:4][CH:5]1[CH2:6][C:7](=[O:24])[N:8]1[CH:9]([C:10](=[O:11])[O:12][CH2:13][c:14]1[cH:15][cH:16][c:17]([N+:20](=[O:21])[O-:22])[cH:18][cH:19]1)[Cl:23].[O:52]1[CH2:53][CH2:54][O:55][CH2:56][CH2:57]1.[c:33]1([P:39]([c:40]2[cH:41][cH:42][cH:43][cH:44][cH:45]2)[c:46]2[cH:47][cH:48][cH:49][cH:50][cH:51]2)[cH:34][cH:35][cH:36][cH:37][cH:38]1.[n:25]1[c:26]([CH3:27])[cH:28][cH:29][cH:30][c:31]1[CH3:32]>>[C:1]([CH3:2])(=[O:3])[S:4][CH:5]1[CH2:6][C:7](=[O:24])[N:8]1[C:9]([C:10](=[O:11])[O:12][CH2:13][c:14]1[cH:15][cH:16][c:17]([N+:20](=[O:21])[O-:22])[cH:18][cH:19]1)=[P:39]([c:33]1[cH:34][cH:35][cH:36][cH:37][cH:38]1)([c:40]1[cH:41][cH:42][cH:43][cH:44][cH:45]1)[c:46]1[cH:47][cH:48][cH:49][cH:50][cH:51]1.